From a dataset of the Open Reaction Database (ORD), a public repository of structured organic reaction records. describe an organic reaction: reactants, conditions, products, and yield Reactants: [C-]#N, O=C([O-])[O-], N#CCCc1ccccn1, CCO, CC(=O)OC(C)=O, C=Cc1ccccn1, [K+], [Na+], [Na+], O. The product is NCCCc1ccccn1. RXN SMILES: [C-:16]#[N:17].[C:19](=[O:20])([O-:21])[O-:22].[C:25](#[N:26])[CH2:27][CH2:28][c:29]1[n:30][cH:31][cH:32][cH:33][cH:34]1.[CH3:36][CH2:37][OH:38].[CH3:9][C:10]([O:11][C:12](=[O:13])[CH3:14])=[O:15].[CH:1]([c:2]1[cH:3][cH:4][cH:5][cH:6][n:7]1)=[CH2:8].[K+:18].[Na+:23].[Na+:24].[OH2:35]>>[CH2:25]([NH2:26])[CH2:27][CH2:28][c:29]1[n:30][cH:31][cH:32][cH:33][cH:34]1. Reactants: NC1=CC=C(CN2C3=C(N([C@H]4[C@@H](C2=O)CCC4)C(CN4C(C=2C(C4=O)=CC=CC2)=O)=O)C=CC=C3)C=C1 ((3aR*,10aS*)-9-(4-aminobenzyl)-4-(phthalimidoacetyl)-2,3,3a,4,9,10a-hexahydrobenzo[b]cyclopenta[e][1,4]diazepin-10(1H)-one), C(C1=CC=CC=C1)N=C=O (benzyl isocyanate). The solvent is ClCCl (dichloromethane). Conditions: time 90 hour. Yields the product C(C1=CC=CC=C1)NC(NC1=CC=C(CN2C3=C(N([C@H]4[C@@H](C2=O)CCC4)C(CN4C(C=2C(C4=O)=CC=CC2)=O)=O)C=CC=C3)C=C1)=O ((3aR*,10aS*)-9-[4-(3-benzylureido)benzyl]-4-(phthalimidoacetyl)-2,3,3a,4,9,10a-hexahydrobenzo[b]cyclopenta[e][1,4]diazepin-10(1H)-one). The yield is 62.7%. As a reaction SMILES: [NH2:1][C:2]1[CH:37]=[CH:36][C:5]([CH2:6][N:7]2[C:13](=[O:14])[C@H:12]3[CH2:15][CH2:16][CH2:17][C@H:11]3[N:10]([C:18](=[O:31])[CH2:19][N:20]3[C:24](=[O:25])[C:23]4=[CH:26][CH:27]=[CH:28][CH:29]=[C:22]4[C:21]3=[O:30])[C:9]3[CH:32]=[CH:33][CH:34]=[CH:35][C:8]2=3)=[CH:4][CH:3]=1.[CH2:38]([N:45]=[C:46]=[O:47])[C:39]1[CH:44]=[CH:43][CH:42]=[CH:41][CH:40]=1>ClCCl>[CH2:38]([NH:45][C:46](=[O:47])[NH:1][C:2]1[CH:3]=[CH:4][C:5]([CH2:6][N:7]2[C:13](=[O:14])[C@H:12]3[CH2:15][CH2:16][CH2:17][C@H:11]3[N:10]([C:18](=[O:31])[CH2:19][N:20]3[C:21](=[O:30])[C:22]4=[CH:29][CH:28]=[CH:27][CH:26]=[C:23]4[C:24]3=[O:25])[C:9]3[CH:32]=[CH:33][CH:34]=[CH:35][C:8]2=3)=[CH:36][CH:37]=1)[C:39]1[CH:44]=[CH:43][CH:42]=[CH:41][CH:40]=1. Procedure: To a solution of (3aR*,10aS*)-9-(4-aminobenzyl)-4-(phthalimidoacetyl)-2,3,3a,4,9,10a-hexahydrobenzo[b]cyclopenta[e][1,4]diazepin-10(1H)-one (148 mg, 0.3 mmol) in dichloromethane (4 mL) was added benzyl isocyanate (40 μL, 0.32 mmol) and the mixture was stirred at room temperature for 90 hours. After filtration, the reaction product was rinsed with diethyl ether to provide 118 mg (yield 63%) of the title compound. m.p. 169°-171° C. Starting materials: FC(C=1C=NN(C1)C1=NC=C(C=N1)NC(CCC)C1=CC=C(C(=O)NCCC(=O)OC)C=C1)(F)F (methyl 3-(4-(1-(2-(4-(trifluoromethyl)-1H-pyrazol-1-yl)pyrimidin-5-ylamino)butyl)benzamido)propanoate), C(=O)=O (CO2), C(=O)=O (CO2). Product: FC(C=1C=NN(C1)C1=NC=C(C=N1)NC(CCC)C1=CC=C(C(=O)NCCC(=O)O)C=C1)(F)F (3-(4-(1-(2-(4-(trifluoromethyl)-1H-pyrazol-1-yl)pyrimidin-5-ylamino)butyl)benzamido)propanoic acid). RXN SMILES: [F:1][C:2]([F:35])([F:34])[C:3]1[CH:4]=[N:5][N:6]([C:8]2[N:13]=[CH:12][C:11]([NH:14][CH:15]([C:19]3[CH:33]=[CH:32][C:22]([C:23]([NH:25][CH2:26][CH2:27][C:28]([O:30]C)=[O:29])=[O:24])=[CH:21][CH:20]=3)[CH2:16][CH2:17][CH3:18])=[CH:10][N:9]=2)[CH:7]=1.C(=O)=O>>[F:35][C:2]([F:1])([F:34])[C:3]1[CH:4]=[N:5][N:6]([C:8]2[N:13]=[CH:12][C:11]([NH:14][CH:15]([C:19]3[CH:33]=[CH:32][C:22]([C:23]([NH:25][CH2:26][CH2:27][C:28]([OH:30])=[O:29])=[O:24])=[CH:21][CH:20]=3)[CH2:16][CH2:17][CH3:18])=[CH:10][N:9]=2)[CH:7]=1. Reported procedure: The title compound was prepared by a method analogous to that described in Step C of Example 109, using Isomer 2 of methyl 3-(4-(1-(2-(4-(trifluoromethyl)-1H-pyrazol-1-yl)pyrimidin-5-ylamino)butyl)benzamido)propanoate. 1H NMR (400 MHz, CD3OD, δ): 8.73 (s, 1H), 7.97 (s, 2H), 7.89 (s, 1H), 7.68 (d, J=8.4 Hz, 2H), 7.38 (d, J=8.4 Hz, 2H), 4.40 (t, J=6.8 Hz, 1H), 3.50 (t, J=6.8 Hz, 2H), 2.52 (t, J=6.4 Hz, 2H), 1.67-1.82 (m, 2H), 1.20-1.50 (m, 2H), 0.87 (t, J=7.2 Hz, 3H). MS (M+1) 477.2. Chiral SFC: C... Starting materials: O=C(CN(CCCCCCOCCCCc1ccccc1)Cc1ccccc1)c1ccc(O)c2[nH]c(=O)sc12, CCO, CC(=O)O. Product: O=C(CNCCCCCCOCCCCc1ccccc1)c1ccc(O)c2[nH]c(=O)sc12. As a reaction SMILES: [CH2:1]([c:2]1[cH:3][cH:4][cH:5][cH:6][cH:7]1)[N:8]([CH2:9][CH2:10][CH2:11][CH2:12][CH2:13][CH2:14][O:15][CH2:16][CH2:17][CH2:18][CH2:19][c:20]1[cH:21][cH:22][cH:23][cH:24][cH:25]1)[CH2:26][C:27](=[O:28])[c:29]1[cH:30][cH:31][c:32]([OH:39])[c:33]2[nH:34][c:35](=[O:38])[s:36][c:37]12.[CH3:40][CH2:41][OH:42].[CH3:43][C:44](=[O:45])[OH:46]>>[NH:8]([CH2:9][CH2:10][CH2:11][CH2:12][CH2:13][CH2:14][O:15][CH2:16][CH2:17][CH2:18][CH2:19][c:20]1[cH:21][cH:22][cH:23][cH:24][cH:25]1)[CH2:26][C:27](=[O:28])[c:29]1[cH:30][cH:31][c:32]([OH:39])[c:33]2[nH:34][c:35](=[O:38])[s:36][c:37]12. Starting materials: ice water, C(CCCCCCC)OC1=CC=C(CO)C=C1 (4-octyloxybenzyl alcohol), S(=O)(Cl)Cl (thionyl chloride), resultant solution. Solvent: C(Cl)(Cl)Cl (chloroform). Reaction conditions: time 1 hour. The product is C(CCCCCCC)OC1=CC=C(CCl)C=C1 (4-octyloxybenzyl chloride). The yield is 81.6%. As a reaction SMILES: [CH2:1]([O:9][C:10]1[CH:17]=[CH:16][C:13]([CH2:14]O)=[CH:12][CH:11]=1)[CH2:2][CH2:3][CH2:4][CH2:5][CH2:6][CH2:7][CH3:8].S(Cl)([Cl:20])=O>C(Cl)(Cl)Cl>[CH2:1]([O:9][C:10]1[CH:17]=[CH:16][C:13]([CH2:14][Cl:20])=[CH:12][CH:11]=1)[CH2:2][CH2:3][CH2:4][CH2:5][CH2:6][CH2:7][CH3:8]. Procedure: 2.5 g of 4-octyloxybenzyl alcohol were dissolved in 20 ml of chloroform, and the resultant solution was further fed dropwise with 1.48 g of thionyl chloride and then stirred for 1 hour at room temperature. The solution reacted was poured into ice-water and extracted with chloroform. The organic layer resulted was then dried with anhydrous magnesium sulfate, and the solvent used was removed by distillation under reduced pressure, thereby affording 2.2 g of 4-octyloxybenzyl chloride.